This data is from the Open Reaction Database (ORD), a public repository of structured organic reaction records. The task is: describe an organic reaction: reactants, conditions, products, and yield The reactants are BrC=1C=C(C=NC1)C#N (5-bromo-3-cyanopyridine), [Cl-].[NH4+] (ammonium chloride), [N-]=[N+]=[N-].[Na+] (sodium azide), ice water, Cl (hydrochloric acid). Solvent: CN(C=O)C (dimethylformamide). Conditions: temperature 100 celsius, time 20 hour. Yields the product BrC=1C=NC=C(C1)C=1N=NNN1 (3-bromo-5-(2H-tetrazol-5-yl)pyridine). As a reaction SMILES: [Br:1][C:2]1[CH:3]=[C:4]([C:8]#[N:9])[CH:5]=[N:6][CH:7]=1.[Cl-].[NH4+].[N-:12]=[N+:13]=[N-:14].[Na+].Cl>CN(C)C=O>[Br:1][C:2]1[CH:7]=[N:6][CH:5]=[C:4]([C:8]2[N:12]=[N:13][NH:14][N:9]=2)[CH:3]=1 |f:1.2,3.4|. Reported procedure: To the solution of 5-bromo-3-cyanopyridine (3.0 g, 15.9 mmol, 1 eq) in anhydrous dimethylformamide (40 mL) was added ammonium chloride (1.45 g, 1.7 eq) and sodium azide (1.76 g, 1.7 eq). The resulting reaction mixture was heated at 100° C. under nitrogen for 20 hours. After the reaction mixture was cooled to room temperature, it was poured into ice-water and the pH of the mixture was adjusted to ˜3.5 using aqueous hydrochloric acid (2 N). The aqueous was first extracted with ethyl acetate three ... The reactants are C, CO, O=[N+]([O-])c1cnc2c(c1)CCCC2, [Pd]. Product: Nc1cnc2c(c1)CCCC2. RXN SMILES: [C:16].[CH3:14][OH:15].[N+:1]([O-:2])(=[O:3])[c:4]1[cH:5][n:6][c:7]2[c:12]([cH:13]1)[CH2:11][CH2:10][CH2:9][CH2:8]2.[Pd:17]>>[NH2:1][c:4]1[cH:5][n:6][c:7]2[c:12]([cH:13]1)[CH2:11][CH2:10][CH2:9][CH2:8]2.